This data is from the Open Reaction Database (ORD), a public repository of structured organic reaction records. The task is: describe an organic reaction: reactants, conditions, products, and yield Reactants: C(C(C)C)(=O)N[C@@H](CSC(C1=CC=CC=C1)(C1=CC=CC=C1)C1=CC=CC=C1)C(=O)O (N-isobutyryl-S-trityl-L-cysteine), Cl.C(C1=CC=CC=C1)(=O)SCCN (S-benzoylcysteamine hydrochloride). Product: C(C(C)C)(=O)N[C@@H](CSC(C1=CC=CC=C1)(C1=CC=CC=C1)C1=CC=CC=C1)C(=O)NCCSC(C1=CC=CC=C1)=O (N-(N-isobutyryl-S-trityl-L-cysteinyl)-S-benzoylcysteamine), AcOEt petroleum ether. Yield: 70.0%. RXN SMILES: [C:1]([NH:6][C@H:7]([C:29](O)=[O:30])[CH2:8][S:9][C:10]([C:23]1[CH:28]=[CH:27][CH:26]=[CH:25][CH:24]=1)([C:17]1[CH:22]=[CH:21][CH:20]=[CH:19][CH:18]=1)[C:11]1[CH:16]=[CH:15][CH:14]=[CH:13][CH:12]=1)(=[O:5])[CH:2]([CH3:4])[CH3:3].Cl.[C:33]([S:41][CH2:42][CH2:43][NH2:44])(=[O:40])[C:34]1[CH:39]=[CH:38][CH:37]=[CH:36][CH:35]=1>>[C:1]([NH:6][C@H:7]([C:29]([NH:44][CH2:43][CH2:42][S:41][C:33](=[O:40])[C:34]1[CH:39]=[CH:38][CH:37]=[CH:36][CH:35]=1)=[O:30])[CH2:8][S:9][C:10]([C:17]1[CH:18]=[CH:19][CH:20]=[CH:21][CH:22]=1)([C:23]1[CH:24]=[CH:25][CH:26]=[CH:27][CH:28]=1)[C:11]1[CH:16]=[CH:15][CH:14]=[CH:13][CH:12]=1)(=[O:5])[CH:2]([CH3:4])[CH3:3] |f:1.2|. Reported procedure: The coupling reaction of 13 (3.93 mmol) with S-benzoylcysteamine hydrochloride is carried out according to method B described in the first synthetic route (example 1). After the various treatments, the expected compound is isolated by flash chromatography on a silica gel column (eluent: AcOEt/petroleum ether 70%). 17 is collected in the form of a foam which, after trituration in hexane, provides a colorless foam (Yd=77%). Rf (CH2Cl2/ether, 6/4): 0.76. [α]D20=+7.8° (c 1.03, CHCl3). The reactants are COC(=O)c1cn(S(=O)(=O)c2cccc(Cl)c2)c(Br)c1C, COCCOC, [Na+], [Na+], O=C([O-])[O-], OB(O)c1ccccc1, c1ccc(P(c2ccccc2)(c2ccccc2)[Pd](P(c2ccccc2)(c2ccccc2)c2ccccc2)(P(c2ccccc2)(c2ccccc2)c2ccccc2)P(c2ccccc2)(c2ccccc2)c2ccccc2)cc1. The product is COC(=O)c1cn(S(=O)(=O)c2cccc(Cl)c2)c(-c2ccccc2)c1C. As a reaction SMILES: [Br:1][c:2]1[c:3]([CH3:21])[c:4]([C:17](=[O:18])[O:19][CH3:20])[cH:5][n:6]1[S:7](=[O:8])(=[O:9])[c:10]1[cH:11][c:12]([Cl:16])[cH:13][cH:14][cH:15]1.[CH3:37][O:38][CH2:39][CH2:40][O:41][CH3:42].[Na+:31].[Na+:32].[O-:33][C:34](=[O:35])[O-:36].[OH:22][B:23]([OH:24])[c:25]1[cH:26][cH:27][cH:28][cH:29][cH:30]1.[cH:43]1[cH:44][cH:45][c:46]([P:47]([Pd:48]([P:49]([c:50]2[cH:51][cH:52][cH:53][cH:54][cH:55]2)([c:56]2[cH:57][cH:58][cH:59][cH:60][cH:61]2)[c:62]2[cH:63][cH:64][cH:65][cH:66][cH:67]2)([P:68]([c:69]2[cH:70][cH:71][cH:72][cH:73][cH:74]2)([c:75]2[cH:76][cH:77][cH:78][cH:79][cH:80]2)[c:81]2[cH:82][cH:83][cH:84][cH:85][cH:86]2)[P:87]([c:88]2[cH:89][cH:90][cH:91][cH:92][cH:93]2)([c:94]2[cH:95][cH:96][cH:97][cH:98][cH:99]2)[c:100]2[cH:101][cH:102][cH:103][cH:104][cH:105]2)([c:106]2[cH:107][cH:108][cH:109][cH:110][cH:111]2)[c:112]2[cH:113][cH:114][cH:115][cH:116][cH:117]2)[cH:118][cH:119]1>>[c:2]1(-[c:25]2[cH:26][cH:27][cH:28][cH:29][cH:30]2)[c:3]([CH3:21])[c:4]([C:17](=[O:18])[O:19][CH3:20])[cH:5][n:6]1[S:7](=[O:8])(=[O:9])[c:10]1[cH:11][c:12]([Cl:16])[cH:13][cH:14][cH:15]1. The reactants are COC=1C=CC2=C(SC(=C2C(=O)C2=CC=C(C=C2)O)C2=CC=C(C=C2)OC)C1 ([6-Methoxy-2-(4-methoxyphenyl)benzo[b]thiophen-3-yl](4-hydroxyphenyl)methanone), N(=NC(=O)OCC)C(=O)OCC (diethyl azodicarboxylate), OCC1OCCCC1 (2-hydroxymethyltetrahydropyran), C1(=CC=CC=C1)P(C1=CC=CC=C1)C1=CC=CC=C1 (triphenylphosphine). Product: COC=1C=CC2=C(SC(=C2C(=O)C2=CC=C(C=C2)OCC2OCCCC2)C2=CC=C(C=C2)OC)C1 ([6-Methoxy-2-(4-Methoxyphenyl)benzo[b]thiophen-3-yl][4-(Tetrahydropyran-2-yl)methoxyphenyl]methanone). RXN SMILES: [CH3:1][O:2][C:3]1[CH:4]=[CH:5][C:6]2[C:10]([C:11]([C:13]3[CH:18]=[CH:17][C:16]([OH:19])=[CH:15][CH:14]=3)=[O:12])=[C:9]([C:20]3[CH:25]=[CH:24][C:23]([O:26][CH3:27])=[CH:22][CH:21]=3)[S:8][C:7]=2[CH:28]=1.O[CH2:30][CH:31]1[CH2:36][CH2:35][CH2:34][CH2:33][O:32]1.C1(P(C2C=CC=CC=2)C2C=CC=CC=2)C=CC=CC=1.N(C(OCC)=O)=NC(OCC)=O>>[CH3:1][O:2][C:3]1[CH:4]=[CH:5][C:6]2[C:10]([C:11]([C:13]3[CH:14]=[CH:15][C:16]([O:19][CH2:30][CH:31]4[CH2:36][CH2:35][CH2:34][CH2:33][O:32]4)=[CH:17][CH:18]=3)=[O:12])=[C:9]([C:20]3[CH:25]=[CH:24][C:23]([O:26][CH3:27])=[CH:22][CH:21]=3)[S:8][C:7]=2[CH:28]=1. Procedure details: [6-Methoxy-2-(4-methoxyphenyl)benzo[b]thiophen-3-yl](4-hydroxyphenyl)methanone (0.39 g, 1.00 mmol) and 2-hydroxymethyltetrahydropyran (174 mg, 1.5 mmol) were converted to the title compound by the procedure of Example 1 using 390 mg (1.5 mmol) of triphenylphosphine and 0.24 mL (1.5 mmol) of diethyl azodicarboxylate the only difference being that the total reaction time was 3 hours giving a thick syrup.